Dataset: the Open Reaction Database (ORD), a public repository of structured organic reaction records. Task: describe an organic reaction: reactants, conditions, products, and yield Starting materials: FC=1C=C2C=CNC2=CC1 (5-fluoroindole), ClC1=CC=C(C=C1)S(=O)(=O)Cl (4-chlorobenzenesulfonyl chloride), [OH-].[Na+] (sodium hydroxide), C1(=CC=CC=C1)C (toluene). Reagents/catalysts: S(=O)(=O)(O)[O-].C(CCC)[N+](CCCC)(CCCC)CCCC (tetra-n-butylammonium hydrogen sulfate). The solvent is O (water). Conditions: time 15 hour. Product: ClC1=CC=C(C=C1)S(=O)(=O)N1C=CC2=CC(=CC=C12)F (1-(4-Chlorobenzenesulfonyl)-5-fluoro-1H-indole). Yield: 75.9%. RXN SMILES: [F:1][C:2]1[CH:3]=[C:4]2[C:8](=[CH:9][CH:10]=1)[NH:7][CH:6]=[CH:5]2.[Cl:11][C:12]1[CH:17]=[CH:16][C:15]([S:18](Cl)(=[O:20])=[O:19])=[CH:14][CH:13]=1.[OH-].[Na+].C1(C)C=CC=CC=1>S([O-])(O)(=O)=O.C([N+](CCCC)(CCCC)CCCC)CCC.O>[Cl:11][C:12]1[CH:17]=[CH:16][C:15]([S:18]([N:7]2[C:8]3[C:4](=[CH:3][C:2]([F:1])=[CH:10][CH:9]=3)[CH:5]=[CH:6]2)(=[O:20])=[O:19])=[CH:14][CH:13]=1 |f:2.3,5.6|. Procedure details: A mixture of 5-fluoroindole (1.0 g, 7.4 mmole), 4-chlorobenzenesulfonyl chloride (1.6 g, 7.6 mmole), tetra-n-butylammonium hydrogen sulfate (0.05 g), 4N sodium hydroxide (5 mL, 20 mmol), and toluene (6 mL) was stirred at room temperature for 15 h. The mixture was diluted with 10 mL water and extracted with 25 mL ethyl acetate. The organic phase was washed with 10 mL water, 10 mL saturated sodium chloride, and then dried (anhydrous magnesium sulfate). The solution was concentrated under reduced p...